From a dataset of the Open Reaction Database (ORD), a public repository of structured organic reaction records. describe an organic reaction: reactants, conditions, products, and yield The reactants are O (water), ON=C(C)OCC (Ethyl N-hydroxyacetimidate), [H-].[Na+] (sodium hydride), ClC1=NC(=CC(N1C1=C(C=C(C(=C1)OC1=C(C=CC=C1)[N+](=O)[O-])Cl)F)=O)C(F)(F)F (2-Chloro-3-[4-chloro-2-fluoro-5-(2-nitrophenoxy)phenyl]-6-trifluoromethyl-4(3H)-pyrimidinone). The solvent is O1CCCC1 (tetrahydrofuran). Reaction conditions: temperature 0 celsius. Product: ClC1=CC(=C(C=C1OC1=C(C=CC=C1)[N+](=O)[O-])N1C(=NC(=CC1=O)C(F)(F)F)ON=C(C)OCC)F (3-[4-chloro-2-fluoro-5-(2-nitrophenoxy)phenyl]-2-[(1-ethoxyethylidene)aminooxy]-6-trifluoromethyl-4(3H)-pyrimidinone). The yield is 85.0%. As a reaction SMILES: [OH:1][N:2]=[C:3]([O:5][CH2:6][CH3:7])[CH3:4].[H-].[Na+].Cl[C:11]1[N:16]([C:17]2[CH:22]=[C:21]([O:23][C:24]3[CH:29]=[CH:28][CH:27]=[CH:26][C:25]=3[N+:30]([O-:32])=[O:31])[C:20]([Cl:33])=[CH:19][C:18]=2[F:34])[C:15](=[O:35])[CH:14]=[C:13]([C:36]([F:39])([F:38])[F:37])[N:12]=1.O>O1CCCC1>[Cl:33][C:20]1[C:21]([O:23][C:24]2[CH:29]=[CH:28][CH:27]=[CH:26][C:25]=2[N+:30]([O-:32])=[O:31])=[CH:22][C:17]([N:16]2[C:15](=[O:35])[CH:14]=[C:13]([C:36]([F:38])([F:39])[F:37])[N:12]=[C:11]2[O:1][N:2]=[C:3]([O:5][CH2:6][CH3:7])[CH3:4])=[C:18]([F:34])[CH:19]=1 |f:1.2|. Reported procedure: Ethyl N-hydroxyacetimidate(0.23 g, 0.002 mol) was added dropwise to a suspension of sodium hydride(008 g, 0.002 mol) in tetrahydrofuran(5 ml) with stirring at 0° C. 2-Chloro-3-[4-chloro-2-fluoro-5-(2-nitrophenoxy)phenyl]-6-trifluoromethyl-4(3H)-pyrimidinone(0.93 g, 0.002 mol) was added to the mixture at 0° C., and the mixture was stirred at 0° C. for 3 hours. The reaction mixture was poured into water and extracted with ethyl acetate. The ethyl acetate solution was concentrated and purified by c... Starting materials: ClC=1C=C(C=NC1Cl)N1C[C@H]2CCNC[C@@H]12 ((1S,6R)-8-(5,6-dichloro-3-pyridinyl)-3,8-diazabicyclo[4.2.0]octane), O.CC1=CC=C(C=C1)S(=O)(=O)O (4-methylbenzenesulfonic acid monohydrate). The product is CC1=CC=C(C=C1)S(=O)(=O)O.ClC=1C=C(C=NC1Cl)N1C[C@H]2CCNC[C@@H]12 ((1S,6R)-8-(5,6-dichloro-3-pyridinyl)-3,8-diazabicyclo[4.2.0]octane 4-methylbenzenesulfonate). Isolated yield 77.1%. RXN SMILES: [Cl:1][C:2]1[CH:3]=[C:4]([N:9]2[C@H:16]3[C@H:11]([CH2:12][CH2:13][NH:14][CH2:15]3)[CH2:10]2)[CH:5]=[N:6][C:7]=1[Cl:8].O.[CH3:18][C:19]1[CH:24]=[CH:23][C:22]([S:25]([OH:28])(=[O:27])=[O:26])=[CH:21][CH:20]=1>>[CH3:18][C:19]1[CH:20]=[CH:21][C:22]([S:25]([OH:28])(=[O:27])=[O:26])=[CH:23][CH:24]=1.[Cl:1][C:2]1[CH:3]=[C:4]([N:9]2[C@H:16]3[C@H:11]([CH2:12][CH2:13][NH:14][CH2:15]3)[CH2:10]2)[CH:5]=[N:6][C:7]=1[Cl:8] |f:1.2,3.4|. Reported procedure: The product of Example 93B (45.0 mg, 0.175 mmol) and 4-methylbenzenesulfonic acid monohydrate (33.3 mg, 0.175 mmol) were processed according to the procedure described in Example 91C to provide the title compound (58 mg, 0.135 mmol, 77% yield). 1H NMR (CH3OH-d4, 300 MHz) δ2.04 (m, 1H), 2.30 (m, 1H), 2.39 (s, 3H), 2.89 (m, 1H), 3.16 (ddd, J=12.2, 7.4, 4.1 Hz, 1H), 3.28 (m, 1H), 3.57 (ddd, J=12.9, 8.8, 4.1 Hz, 1H), 3.64 (dd, J=14.6, 2.0 Hz, 1H), 3.79 (dd, J=7.5, 2.7 Hz, 1H), 3.90 (t, J=7.5 Hz, 1H)... The reactants are C1COCCO1, CC1CN(C2(c3ccc(Cl)cc3)CCCCC2)CCN1C(=O)OC(C)(C)C. The product is CC1CN(C2(c3ccc(Cl)cc3)CCCCC2)CCN1. Reaction SMILES: [CH2:28]1[O:29][CH2:30][CH2:31][O:32][CH2:33]1.[Cl:1][c:2]1[cH:3][cH:4][c:5]([C:8]2([N:14]3[CH2:15][CH:16]([CH3:27])[N:17]([C:20]([O:21][C:22]([CH3:23])([CH3:24])[CH3:25])=[O:26])[CH2:18][CH2:19]3)[CH2:9][CH2:10][CH2:11][CH2:12][CH2:13]2)[cH:6][cH:7]1>>[Cl:1][c:2]1[cH:3][cH:4][c:5]([C:8]2([N:14]3[CH2:15][CH:16]([CH3:27])[NH:17][CH2:18][CH2:19]3)[CH2:9][CH2:10][CH2:11][CH2:12][CH2:13]2)[cH:6][cH:7]1. Starting materials: BrC1=CC=2CC3=CC(=CC=C3C2C=C1)Br (2,7-dibromofluorene), C1(=CC=CC=C1)B(O)O (phenylboronic acid), [OH-].[Ba+2].[OH-] (barium hydroxide), tetrakis(priphenylphosphine) palladium, saturated solution, [Cl-].[Na+] (sodium chloride), resultant mixture. Solvent: C1(=CC=CC=C1)C (toluene), O (water), O1CCOCC1 (1,4-dioxane). Reaction conditions: temperature 80 celsius. Yields the product C1(=CC=CC=C1)C1=CC=2CC3=CC(=CC=C3C2C=C1)C1=CC=CC=C1 (2,7-diphenyfluorene). The yield is 161.6%. As a reaction SMILES: Br[C:2]1[CH:14]=[CH:13][C:12]2[C:11]3[C:6](=[CH:7][C:8](Br)=[CH:9][CH:10]=3)[CH2:5][C:4]=2[CH:3]=1.[C:16]1(B(O)O)[CH:21]=[CH:20][CH:19]=[CH:18][CH:17]=1.[OH-].[Ba+2].[OH-].[Cl-].[Na+]>C1(C)C=CC=CC=1.O.O1CCOCC1>[C:16]1([C:2]2[CH:14]=[CH:13][C:12]3[C:11]4[C:6](=[CH:7][C:8]([C:2]5[CH:14]=[CH:13][CH:12]=[CH:4][CH:3]=5)=[CH:9][CH:10]=4)[CH2:5][C:4]=3[CH:3]=2)[CH:21]=[CH:20][CH:19]=[CH:18][CH:17]=1 |f:2.3.4,5.6|. Reported procedure: There were mixed 10.00 g (30.86 mmol) of 2,7-dibromofluorene, 15.05 g (123.45 mmol) of phenylboronic acid, 29.21 g (92.59 mmol) of barium hydroxide (Ba(OH)2.8H2O) and 0.71 g (0.62 mmol) of tetrakis(priphenylphosphine) palladium in an atmosphere of nitrogen. To the mixture, 200 mL of 1,4-dioxane and 33 mL of water were added at a room temperature. Temperature of the resultant mixture was raised up to 80° C., and the mixture was heated at 80° C. for 6 hours. Temperature of the mixture was cooled d... Reactants: S=C=Nc1cccc(Cl)c1, C1COCCO1, NC(Cc1ccccc1)(c1cccc(C(F)(F)F)c1)c1ccccn1. Yields the product FC(F)(F)c1cccc(C(Cc2ccccc2)(NC(=S)Nc2cccc(Cl)c2)c2ccccn2)c1. RXN SMILES: [Cl:26][c:27]1[cH:28][c:29]([N:33]=[C:34]=[S:35])[cH:30][cH:31][cH:32]1.[O:36]1[CH2:37][CH2:38][O:39][CH2:40][CH2:41]1.[n:1]1[c:2]([C:7]([CH2:8][c:9]2[cH:10][cH:11][cH:12][cH:13][cH:14]2)([NH2:15])[c:16]2[cH:17][c:18]([C:22]([F:23])([F:24])[F:25])[cH:19][cH:20][cH:21]2)[cH:3][cH:4][cH:5][cH:6]1>>[n:1]1[c:2]([C:7]([CH2:8][c:9]2[cH:10][cH:11][cH:12][cH:13][cH:14]2)([NH:15][C:34]([NH:33][c:29]2[cH:28][c:27]([Cl:26])[cH:32][cH:31][cH:30]2)=[S:35])[c:16]2[cH:17][c:18]([C:22]([F:23])([F:24])[F:25])[cH:19][cH:20][cH:21]2)[cH:3][cH:4][cH:5][cH:6]1. Reactants: C1CCOC1, Cl, O=C1CCC(O)(c2ccc3c(c2)OCO3)CC1. Product: O=C1CC=C(c2ccc3c(c2)OCO3)CC1. Reaction SMILES: [CH2:19]1[O:20][CH2:21][CH2:22][CH2:23]1.[ClH:18].[O:1]1[CH2:2][O:3][c:4]2[c:5]1[cH:6][cH:7][c:8]([C:10]1([OH:17])[CH2:11][CH2:12][C:13](=[O:16])[CH2:14][CH2:15]1)[cH:9]2>>[O:1]1[CH2:2][O:3][c:4]2[c:5]1[cH:6][cH:7][c:8]([C:10]1=[CH:11][CH2:12][C:13](=[O:16])[CH2:14][CH2:15]1)[cH:9]2. The product is O=S(=O)(c1ccccc1)n1ccc2cc(Cl)ccc21. Reactants: Clc1ccc2[nH]ccc2c1, [H-], [Na+], [Na+], O=C([O-])O, CN(C)C=O, O=S(=O)(Cl)c1ccccc1. Reaction SMILES: [Cl:1][c:2]1[cH:3][c:4]2[cH:5][cH:6][nH:7][c:8]2[cH:9][cH:10]1.[H-:12].[Na+:11].[Na+:27].[O-:23][C:24]([OH:25])=[O:26].[O:28]=[CH:29][N:30]([CH3:31])[CH3:32].[c:13]1([S:19](=[O:20])(=[O:21])[Cl:22])[cH:14][cH:15][cH:16][cH:17][cH:18]1>>[Cl:1][c:2]1[cH:3][c:4]2[cH:5][cH:6][n:7]([S:19]([c:13]3[cH:14][cH:15][cH:16][cH:17][cH:18]3)(=[O:20])=[O:21])[c:8]2[cH:9][cH:10]1. Reported procedure: A solution of tert-butyl (2S,6R,8aR)-3-oxo-6-(7-tosyl-7H-pyrrolo[2,3-d]pyrimidin-4-ylamino)-octahydroindolizin-2-ylcarbamate 127.4 (550 mg (1.02 mmole) in MeOH (21 mL) was treated with of 4 M HCl in 1,4-dioxane (4.0 mL (20.3 mmol) and stirred at room temperature for 23 hr. The mixture was concentrated to dryness, and the residue was dissolved in MeOH (20 ml) and treated with polymer-supported carbonate resin (1.2 g, 3.5 mmol/g). The suspension was stirred at room temperature for 1 hour. The resi... Reaction SMILES: [O:1]=[C:2]1[N:10]2[C@H:5]([CH2:6][CH2:7][C@@H:8]([NH:11][C:12]3[C:13]4[CH:20]=[CH:19][N:18]([S:21]([C:24]5[CH:30]=[CH:29][C:27]([CH3:28])=[CH:26][CH:25]=5)(=[O:23])=[O:22])[C:14]=4[N:15]=[CH:16][N:17]=3)[CH2:9]2)[CH2:4][C@@H:3]1[NH:31]C(=O)OC(C)(C)C.Cl>CO.O1CCOCC1>[NH2:31][C@@H:3]1[C:2](=[O:1])[N:10]2[C@H:5]([CH2:6][CH2:7][C@@H:8]([NH:11][C:12]3[C:13]4[CH:20]=[CH:19][N:18]([S:21]([C:24]5[CH:25]=[CH:26][C:27]([CH3:28])=[CH:29][CH:30]=5)(=[O:23])=[O:22])[C:14]=4[N:15]=[CH:16][N:17]=3)[CH2:9]2)[CH2:4]1. Run in CO (MeOH), O1CCOCC1 (1,4-dioxane). Conditions: time 23 hour. Yields the product N[C@H]1C[C@H]2CC[C@H](CN2C1=O)NC=1C2=C(N=CN1)N(C=C2)S(=O)(=O)C2=CC=C(C)C=C2 ((2S,6R,8aR)-2-amino-6-(7-tosyl-7H-pyrrolo[2,3-d]pyrimidin-4-ylamino)hexahydroindolizin-3(5H)-one). Reactants: O=C1[C@H](C[C@H]2CC[C@H](CN12)NC=1C2=C(N=CN1)N(C=C2)S(=O)(=O)C2=CC=C(C)C=C2)NC(OC(C)(C)C)=O (tert-butyl (2S,6R,8 aR)-3-oxo-6-(7-tosyl-7H-pyrrolo[2,3-d]pyrimidin-4-ylamino)octahydroindolizin-2-ylcarbamate), Cl (HCl). The reactants are [Sn] (tin), C(C)OC(COC1=C(C=C(C=C1)S(=O)(=O)Cl)CCC)=O (4-Chlorosulfonyl-2-propylphenoxy-acetic acid ethyl ester), Cl.O1CCOCC1 (HCl dioxane). Solvent: C(C)O (ethanol). Reaction conditions: time 15 minute. The product is C(C)OC(COC1=C(C=C(C=C1)S)CCC)=O (4-Mercapto-2-propylphenoxy-acetic acid ethyl ester). Yield: 79.3%. RXN SMILES: [CH2:1]([O:3][C:4](=[O:20])[CH2:5][O:6][C:7]1[CH:12]=[CH:11][C:10]([S:13](Cl)(=O)=O)=[CH:9][C:8]=1[CH2:17][CH2:18][CH3:19])[CH3:2].[Sn].Cl.O1CCOCC1>C(O)C>[CH2:1]([O:3][C:4](=[O:20])[CH2:5][O:6][C:7]1[CH:12]=[CH:11][C:10]([SH:13])=[CH:9][C:8]=1[CH2:17][CH2:18][CH3:19])[CH3:2] |f:2.3,^3:20|. Procedure details: Compound 4.3 (43.27 g, 134.9 mmol) was dissolved in ethanol (168.6 mL). To the solution was added tin (80.1 g, 674.5mmol) and the reaction was stirred at room temperature for 15 min., then cooled to 0° C. To the reaction was added 4N HCl/dioxane solution (168.6 mL, 674.5 mmol) dropwise at 0° C. Then the reaction was refluxed for 3.5 h. After cooling to room temperature, the reaction mixture was concentrated in vacuo and filtered to remove insoluble materials and the filtrate was concentrated in ... The reactants are C(C)N(C1=C(C=C(C(=C1)OC)OC)C1CC=2C=CC(=CC2CC1)OC(C(C)(C)C)=O)C(C1=CC=C(C=C1)O)=O (pivalic acid 6-{2-[ethyl(4-hydroxybenzoyl)amino]-4,5-dimethoxyphenyl}-5,6,7,8-tetrahydronaphthalen-2-yl ester), BrCC(=O)N1CC(CCC1)(C)C (2-bromo-1-(3,3-dimethylpiperidin-1-yl)ethanone). Yields the product CC1(CN(CCC1)CCOC1=CC=C(CCCNC2=C(C=C(C(=C2)OC)OC)C2CC=3C=CC(=CC3CC2)O)C=C1)C (6-{2-{{4-[2-(3,3-Dimethylpiperidin-1-yl)ethoxy]benzyl}ethylamino}-4,5-dimethoxyphenyl}-5,6,7,8-tetrahydronaphthalen-2-ol). Isolated yield 20.5%. RXN SMILES: C([N:3]([C:31](=O)[C:32]1[CH:37]=[CH:36][C:35](O)=[CH:34]C=1)[C:4]1[CH:9]=[C:8]([O:10][CH3:11])[C:7]([O:12][CH3:13])=[CH:6][C:5]=1[CH:14]1[CH2:23][CH2:22][C:21]2[CH:20]=[C:19]([O:24]C(=O)C(C)(C)C)[CH:18]=[CH:17][C:16]=2[CH2:15]1)C.Br[CH2:41][C:42]([N:44]1[CH2:49][CH2:48][CH2:47][C:46]([CH3:51])([CH3:50])[CH2:45]1)=O>>[CH3:50][C:46]1([CH3:51])[CH2:47][CH2:48][CH2:49][N:44]([CH2:42][CH2:41][O:10][C:8]2[CH:7]=[CH:6][C:36]([CH2:37][CH2:32][CH2:31][NH:3][C:4]3[CH:9]=[C:8]([O:10][CH3:11])[C:7]([O:12][CH3:13])=[CH:6][C:5]=3[CH:14]3[CH2:23][CH2:22][C:21]4[CH:20]=[C:19]([OH:24])[CH:18]=[CH:17][C:16]=4[CH2:15]3)=[CH:35][CH:34]=2)[CH2:45]1. Procedure details: Synthesized from pivalic acid 6-{2-[ethyl(4-hydroxybenzoyl)amino]-4,5-dimethoxyphenyl}-5,6,7,8-tetrahydronaphthalen-2-yl ester (19 mg) and 2-bromo-1-(3,3-dimethylpiperidin-1-yl)ethanone (16 mg) according to an analogous synthetic method to Example 404 and purified by LC-MS, the title compound (2.1 mg) was obtained.